describe an organic reaction: reactants, conditions, products, and yield From a dataset of the Open Reaction Database (ORD), a public repository of structured organic reaction records. Reactants: [OH-].[Na+] (NaOH), ClC=1C=CC(=NC1)NC(C1=C(C=CC=C1)NC(C1=C(C=C(C=C1)C(C)C)OC1CCC2(OCCO2)CC1)=O)=O (N-(5-Chloropyridin-2-yl)-2-[2-(1,4-dioxaspiro[4.5]dec-8-yloxy)-4-isopropyl-benzoylamino]benzamide), O (Water), Cl (HCl). Solvent: C1CCOC1 (THF). Reaction conditions: time 6 hour. Product: ClC=1C=CC(=NC1)NC(C1=C(C=CC=C1)NC(C1=C(C=C(C=C1)C(C)C)OC1CCC(CC1)=O)=O)=O (N-(5-Chloropyridin-2-yl)-2-[4-isopropyl-2-(4-oxocyclohexyloxy)-benzoylamino]benzamide). The yield is 89.2%. RXN SMILES: [Cl:1][C:2]1[CH:3]=[CH:4][C:5]([NH:8][C:9](=[O:39])[C:10]2[CH:15]=[CH:14][CH:13]=[CH:12][C:11]=2[NH:16][C:17](=[O:38])[C:18]2[CH:23]=[CH:22][C:21]([CH:24]([CH3:26])[CH3:25])=[CH:20][C:19]=2[O:27][CH:28]2[CH2:37][CH2:36][C:31]3(OCC[O:32]3)[CH2:30][CH2:29]2)=[N:6][CH:7]=1.Cl.O.[OH-].[Na+]>C1COCC1>[Cl:1][C:2]1[CH:3]=[CH:4][C:5]([NH:8][C:9](=[O:39])[C:10]2[CH:15]=[CH:14][CH:13]=[CH:12][C:11]=2[NH:16][C:17](=[O:38])[C:18]2[CH:23]=[CH:22][C:21]([CH:24]([CH3:26])[CH3:25])=[CH:20][C:19]=2[O:27][CH:28]2[CH2:37][CH2:36][C:31](=[O:32])[CH2:30][CH2:29]2)=[N:6][CH:7]=1 |f:3.4|. Procedure: N-(5-Chloropyridin-2-yl)-2-[2-(1,4-dioxaspiro[4.5]dec-8-yloxy)-4-isopropyl-benzoylamino]benzamide (960 mg, 1.75 mmol) was dissolved in THF (30 mL). The solution was cooled to ice-water bath temperature and 5 M HCl (5.6 mL, 28 mmol) was added dropwise. The reaction was allowed to warm to room temperature and stir for 6 h. Water (100 mL) was added, and the pH was adjusted to 8 with 5 M NaOH. THF was removed on the rotary evaporator and the precipitated white solid was filtered, washed with water, ... Procedure: Acetonitrile (1.0 mL) was added to dimethylcarbamic acid 4-bromomethyl-3-(2-fluoro-3-nitrobenzyl)-2-oxo-2H-1-benzopyran-7-yl ester (compound 6b-1-4) (24.0 mg), and potassium fluoride (3.1 mg) and 18-crown-6 (13.2 mg) were added to the resultant suspension while stirring at room temperature. The mixture was stirred at 60° C. for 4 hours, potassium fluoride (3.1 mg) and 18-crown-6 (13.2 mg) were then added to the reaction solution, and the mixture was further stirred at 60° C. for 1.5 hours. This ... Starting materials: [F-].[K+] (potassium fluoride), C1COCCOCCOCCOCCOCCO1 (18-crown-6), resultant suspension, Cl (hydrochloric acid), BrCC1=C(C(OC2=C1C=CC(=C2)OC(N(C)C)=O)=O)CC2=C(C(=CC=C2)[N+](=O)[O-])F (dimethylcarbamic acid 4-bromomethyl-3-(2-fluoro-3-nitrobenzyl)-2-oxo-2H-1-benzopyran-7-yl ester), [F-].[K+] (potassium fluoride), C1COCCOCCOCCOCCOCCO1 (18-crown-6). The solvent is ice water, C(C)#N (Acetonitrile). Yields the product FCC1=C(C(OC2=C1C=CC(=C2)OC(N(C)C)=O)=O)CC2=C(C(=CC=C2)[N+](=O)[O-])F (Dimethylcarbamic acid 4-fluoromethyl-3-(2-fluoro-3-nitrobenzyl)-2-oxo-2H-1-benzopyran-7-yl ester). The yield is 70.2%. RXN SMILES: Br[CH2:2][C:3]1[C:8]2[CH:9]=[CH:10][C:11]([O:13][C:14](=[O:18])[N:15]([CH3:17])[CH3:16])=[CH:12][C:7]=2[O:6][C:5](=[O:19])[C:4]=1[CH2:20][C:21]1[CH:26]=[CH:25][CH:24]=[C:23]([N+:27]([O-:29])=[O:28])[C:22]=1[F:30].[F-:31].[K+].C1OCCOCCOCCOCCOCCOC1.Cl>C(#N)C>[F:31][CH2:2][C:3]1[C:8]2[CH:9]=[CH:10][C:11]([O:13][C:14](=[O:18])[N:15]([CH3:17])[CH3:16])=[CH:12][C:7]=2[O:6][C:5](=[O:19])[C:4]=1[CH2:20][C:21]1[CH:26]=[CH:25][CH:24]=[C:23]([N+:27]([O-:29])=[O:28])[C:22]=1[F:30] |f:1.2|. Product: C(C(C)(C)C)(=O)C1=CC=C(CC(C(=O)O)CC2=CC=C(C=C2)C(C(C)(C)C)=O)C=C1 (bis-(p-pivaloylbenzyl) acetic acid). Procedure: To a solution of 10g (0.03 mole) of bis-(p-pivaloylbenzyl) malonic acid diethyl ester in 45 ml of ethanol and 45 ml of water, there is added 8.4 g (0.15 mole) potassium hydroxide which is refluxed for 5 hours. The solvents are removed in vacuo and the residue partitioned between ether and water. The aqueous layer is made acidic at 0°C with concentrated hydrochloric acid, extracted with ether, dried and evaporated. The resulting oil is treated with 200 ml of concentrated hydrochloric acid and the... As a reaction SMILES: C([O:3][C:4](=[O:37])[C:5]([CH2:24][C:25]1[CH:30]=[CH:29][C:28]([C:31](=[O:36])[C:32]([CH3:35])([CH3:34])[CH3:33])=[CH:27][CH:26]=1)([CH2:11][C:12]1[CH:17]=[CH:16][C:15]([C:18](=[O:23])[C:19]([CH3:22])([CH3:21])[CH3:20])=[CH:14][CH:13]=1)C(OCC)=O)C.[OH-].[K+]>C(O)C.O>[C:18]([C:15]1[CH:16]=[CH:17][C:12]([CH2:11][CH:5]([CH2:24][C:25]2[CH:26]=[CH:27][C:28]([C:31](=[O:36])[C:32]([CH3:35])([CH3:34])[CH3:33])=[CH:29][CH:30]=2)[C:4]([OH:37])=[O:3])=[CH:13][CH:14]=1)(=[O:23])[C:19]([CH3:22])([CH3:21])[CH3:20] |f:1.2|. Run in C(C)O (ethanol), O (water). The reactants are 10g, C(C)OC(C(C(=O)OCC)(CC1=CC=C(C=C1)C(C(C)(C)C)=O)CC1=CC=C(C=C1)C(C(C)(C)C)=O)=O (bis-(p-pivaloylbenzyl) malonic acid diethyl ester), [OH-].[K+] (potassium hydroxide). The reactants are C(#N)C=1C(=C(C=CC1F)[C@H]1CN2[C@H](CO1)CN(CC2)C(=O)OC(C)(C)C)C (tert-Butyl (3S,9aS)-3-(3-cyano-4-fluoro-2-methylphenyl)hexahydropyrazino[2,1-c][1,4]oxazine-8(1H)-carboxylate), C(=O)(C(F)(F)F)O (TFA). The product is FC(C(=O)O)(F)F.FC1=CC=C(C(=C1C#N)C)[C@H]1CN2[C@H](CO1)CNCC2 (6-fluoro-2-methyl-3-[(3S,9aS)-octahydropyrazino[2,1-c][1,4]oxazin-3-yl]benzonitrile 2,2,2-trifluoroacetate). Reaction SMILES: [C:1]([C:3]1[C:4]([CH3:27])=[C:5]([C@@H:10]2[O:15][CH2:14][C@@H:13]3[CH2:16][N:17](C(OC(C)(C)C)=O)[CH2:18][CH2:19][N:12]3[CH2:11]2)[CH:6]=[CH:7][C:8]=1[F:9])#[N:2].[C:28]([OH:34])([C:30]([F:33])([F:32])[F:31])=[O:29]>>[F:31][C:30]([F:33])([F:32])[C:28]([OH:34])=[O:29].[F:9][C:8]1[C:3]([C:1]#[N:2])=[C:4]([CH3:27])[C:5]([C@@H:10]2[O:15][CH2:14][C@@H:13]3[CH2:16][NH:17][CH2:18][CH2:19][N:12]3[CH2:11]2)=[CH:6][CH:7]=1 |f:2.3|. Procedure: tert-Butyl (3S,9aS)-3-(3-cyano-4-fluoro-2-methylphenyl)hexahydropyrazino[2,1-c][1,4]oxazine-8(1H)-carboxylate (1.88 g, 5.01 mmol) was treated with 10 mL TFA at RT for 1 h. The TFA was then removed under reduced pressure to yield the title compound. LC-MS: M+1=276: 1H-NMR (600 MHz, DMSO) δ ppm 7.954 (dd, J=8.7, 6.25 Hz, 1H), 7.412 (t, J=8.85 Hz, 1H), 4.939 (dd, J=8.4, 2.75 Hz, 1H), 3.848 (d, J=11.8 Hz, 1H), 3.762 (b, 1H), 3.189-3.536 (m, 8H), 3.072 (d, J=12 Hz, 1H), 2.485 (s, 3H).